This data is from the Open Reaction Database (ORD), a public repository of structured organic reaction records. The task is: describe an organic reaction: reactants, conditions, products, and yield Starting materials: NC=1SC=CN1 (2-aminothiazole), C(C)(C)(C)[N+]#[C-] (tert-butylisonitrile), N1=C(C=CC=C1)C=O (2-pyridinecarbaldehyde). Solvent: Cl(=O)(=O)(=O)O (perchloric acid). Yields the product C(C)(C)(C)NC1=C(N=C2SC=CN21)C2=NC=CC=C2 (tert-Butyl-(6-pyridin-2-yl-imidazo[2,1-b]thiazol-5-yl)-amine). Reaction SMILES: [NH2:1][C:2]1[S:3][CH:4]=[CH:5][N:6]=1.[C:7]([N+:11]#[C-:12])([CH3:10])([CH3:9])[CH3:8].[N:13]1[CH:18]=[CH:17][CH:16]=[CH:15][C:14]=1[CH:19]=O>Cl(O)(=O)(=O)=O>[C:7]([NH:11][C:12]1[N:6]2[C:2]([S:3][CH:4]=[CH:5]2)=[N:1][C:19]=1[C:14]1[CH:15]=[CH:16][CH:17]=[CH:18][N:13]=1)([CH3:10])([CH3:9])[CH3:8]. Procedure details: Compound 5 was prepared in accordance with the general synthesis instructions from 1.0 ml (0.1 mmol) 2-aminothiazole solution (0.1 M, MC), 0.575 ml (0.115 mmol) tert-butylisonitrile solution (0.2 M, MC), 0.500 ml (0.15 mmol) 2-pyridinecarbaldehyde solution (0.3 M, MC) and 10 μl perchloric acid (w=20%) in a substance library. Starting materials: CC#N, COc1c(N2CCNC(C)C2)c(F)cc2c(=O)c(C(=O)O)cn(C3CC3)c12, Cl, [Na+], [OH-], O. Yields the product COc1c(N2CCNC(C)C2)c(F)cc2c(=O)c(C(=O)O)cn(C3CC3)c12. Reaction SMILES: [CH3:1][C:2]#[N:3].[CH3:6][O:7][c:8]1[c:9]([N:10]2[CH2:11][CH2:12][NH:13][CH:14]([CH3:15])[CH2:16]2)[c:17]([F:18])[cH:19][c:20]2[c:21]1[n:22]([CH:30]1[CH2:31][CH2:32]1)[cH:23][c:24]([C:25]([OH:26])=[O:27])[c:28]2=[O:29].[ClH:33].[Na+:5].[OH-:4].[OH2:34]>>[CH3:6][O:7][c:8]1[c:9]([N:10]2[CH2:11][CH2:12][NH:13][CH:14]([CH3:15])[CH2:16]2)[c:17]([F:18])[cH:19][c:20]2[c:21]1[n:22]([CH:30]1[CH2:31][CH2:32]1)[cH:23][c:24]([C:25](=[O:26])[OH:27])[c:28]2=[O:29]. Reactants: CN(C=O)C (N,N-dimethylformamide), Cl.C(C)C1=NN(C(S1)=N)CC1=CC=C(C=C1)C1=C(C=CC=C1)C1=NN=NN1 (5-ethyl-2-imino-3-[2'-(1H-tetrazol-5-yl)biphenyl-4-yl]methyl-1,3,4-thiadiazoline hydrochloride), C12=C(CCC1)C(=O)OC2=O (1-cyclopentene-1,2-dicarboxylic anhydride). Run in O (Water). Run at time 2 hour. Product: C(C)C1=NN(C(S1)=NC(=O)C1=C(CCC1)C(=O)O)CC1=CC=C(C=C1)C1=C(C=CC=C1)C1=NN=NN1 (2-[[5-ethyl-3-[2'-(1H-tetrazol-5-yl)biphenyl-4-yl]methyl-1,3,4-thiadiazolin-2-yliden]aminocarbonyl]-1-cylcopentenecarboxylic acid). Yield: 67.8%. RXN SMILES: CN(C)C=O.Cl.[CH2:7]([C:9]1[S:13][C:12](=[NH:14])[N:11]([CH2:15][C:16]2[CH:21]=[CH:20][C:19]([C:22]3[CH:27]=[CH:26][CH:25]=[CH:24][C:23]=3[C:28]3[NH:32][N:31]=[N:30][N:29]=3)=[CH:18][CH:17]=2)[N:10]=1)[CH3:8].[C:33]12[C:41](=[O:42])[O:40][C:38](=[O:39])[C:34]=1[CH2:35][CH2:36][CH2:37]2>O>[CH2:7]([C:9]1[S:13][C:12](=[N:14][C:41]([C:33]2[CH2:37][CH2:36][CH2:35][C:34]=2[C:38]([OH:40])=[O:39])=[O:42])[N:11]([CH2:15][C:16]2[CH:17]=[CH:18][C:19]([C:22]3[CH:27]=[CH:26][CH:25]=[CH:24][C:23]=3[C:28]3[NH:29][N:30]=[N:31][N:32]=3)=[CH:20][CH:21]=2)[N:10]=1)[CH3:8] |f:1.2|. Procedure: To 2 ml of N,N-dimethylformamide, 200 mg of 5-ethyl-2-imino-3-[2'-(1H-tetrazol-5-yl)biphenyl-4-yl]methyl-1,3,4-thiadiazoline hydrochloride and 76 mg of 1-cyclopentene-1,2-dicarboxylic anhydride were added and the resulting mixture was stirred at room temperature for 2 hours. Water was added to the reaction mixture and the crystals so precipitated were collected by filtration. The crystals were washed with water and ethanol and then dried, whereby 170 mg of the title compound was obtained. The reactants are FC(C(=O)O)(F)F (Trifluoroacetic acid), C(C)(C)(C)OC(=O)N(C1=CC=C(C=C1)C(NC)=O)CC(=O)OC(C)(C)C (N-(tert-butoxycarbonyl)-N-(tert-butoxycarbonylmethyl)-4-methylcarbamoylaniline). Run in ice water. Reaction conditions: time 20 hour. The product is CNC(=O)C1=CC=C(C=C1)NCC(=O)O (N-(4-methylcarbamoylphenyl) glycine). The yield is 87.5%. RXN SMILES: FC(F)(F)C(O)=O.C(OC([N:15]([CH2:26][C:27]([O:29]C(C)(C)C)=[O:28])[C:16]1[CH:21]=[CH:20][C:19]([C:22](=[O:25])[NH:23][CH3:24])=[CH:18][CH:17]=1)=O)(C)(C)C>>[CH3:24][NH:23][C:22]([C:19]1[CH:18]=[CH:17][C:16]([NH:15][CH2:26][C:27]([OH:29])=[O:28])=[CH:21][CH:20]=1)=[O:25]. Procedure details: Trifluoroacetic acid (3.3 ml) was added to a solution of N-(tert-butoxycarbonyl)-N-(tert-butoxycarbonylmethyl)-4-methylcarbamoylaniline (250 mg) in ice water bath and stirred for 20 hours at ambient temperature. The solvent was evaporated under reduced pressure. The residue was pulverized with diethyl ether to give N-(4-methylcarbamoylphenyl) glycine (125 mg). Reactants: [Al+3], CCNC(=O)Nc1nc2ccc(C#N)cc2s1, COCCOC, [H-], [H-], [H-], [H-], [Li+]. The product is CCNC(=O)Nc1nc2ccc(CN)cc2s1. Reaction SMILES: [Al+3:19].[C:1](#[N:2])[c:3]1[cH:4][c:5]2[c:6]([n:7][c:8]([NH:10][C:11](=[O:12])[NH:13][CH2:14][CH3:15])[s:9]2)[cH:16][cH:17]1.[CH3:24][O:25][CH2:26][CH2:27][O:28][CH3:29].[H-:18].[H-:21].[H-:22].[H-:23].[Li+:20]>>[CH2:1]([NH2:2])[c:3]1[cH:4][c:5]2[c:6]([n:7][c:8]([NH:10][C:11](=[O:12])[NH:13][CH2:14][CH3:15])[s:9]2)[cH:16][cH:17]1.